Task: describe an organic reaction: reactants, conditions, products, and yield. Dataset: the Open Reaction Database (ORD), a public repository of structured organic reaction records Starting materials: ClC1=CC(=CC=C1)C(=O)OO (Metachloroperbenzoic acid), ClC=1C=C2C(=C(NC2=CC1)C)SC1CCNCC1 (5-chloro-2-methyl-3-(piperidin-4-ylthio)-1H-indole). The solvent is ClCCl (dichloromethane). Reaction conditions: time 4 hour. The product is ClC=1C=C2C(=C(NC2=CC1)C)S(=O)C1CCNCC1 (5-chloro-2-methyl-3-(piperidin-4-yl-sulfinyl)-1H-indole). Reaction SMILES: ClC1C=CC=C(C(OO)=[O:9])C=1.[Cl:12][C:13]1[CH:14]=[C:15]2[C:19](=[CH:20][CH:21]=1)[NH:18][C:17]([CH3:22])=[C:16]2[S:23][CH:24]1[CH2:29][CH2:28][NH:27][CH2:26][CH2:25]1>ClCCl>[Cl:12][C:13]1[CH:14]=[C:15]2[C:19](=[CH:20][CH:21]=1)[NH:18][C:17]([CH3:22])=[C:16]2[S:23]([CH:24]1[CH2:29][CH2:28][NH:27][CH2:26][CH2:25]1)=[O:9]. Procedure details: Metachloroperbenzoic acid (2.79 g) is added in portions to a solution of 5-chloro-2-methyl-3-(piperidin-4-ylthio)-1H-indole (3 g, prepared in Example 18) in dichloromethane (25 ml) at -40° C. After 4 hours at room temperature, the insoluble material is filtered off. The filtrate is washed with sodium hydroxide and then with water. The aqueous phases are extracted with ether and then with ethyl acetate. The organic phases are combined, dried over magnesium sulfate and concentrated. The oily resid...